Task: describe an organic reaction: reactants, conditions, products, and yield. Dataset: the Open Reaction Database (ORD), a public repository of structured organic reaction records Yields the product CC1=NN(C2=NC(=CC(=C21)NC(CC)COC)C)C2=C(C=C(C=C2C)C)C ([3,6-Dimethyl-1-(2,4,6-trimethyphenyl)-1H-pyrazolo[3,4-b]pyridin-4-yl]-(1-methoxymethyl-propyl)-amine). Solvent: O1CCCC1 (tetrahydrofuran). Reaction SMILES: [CH3:1][C:2]1[C:10]2[C:5](=[N:6][C:7]([CH3:17])=[CH:8][C:9]=2[NH:11][CH:12]([CH2:15][CH3:16])[CH2:13][OH:14])[N:4]([C:18]2[C:23]([CH3:24])=[CH:22][C:21]([CH3:25])=[CH:20][C:19]=2[CH3:26])[N:3]=1.[H-].[Na+].[CH3:29]I>O1CCCC1>[CH3:1][C:2]1[C:10]2[C:5](=[N:6][C:7]([CH3:17])=[CH:8][C:9]=2[NH:11][CH:12]([CH2:13][O:14][CH3:29])[CH2:15][CH3:16])[N:4]([C:18]2[C:23]([CH3:24])=[CH:22][C:21]([CH3:25])=[CH:20][C:19]=2[CH3:26])[N:3]=1 |f:1.2|. Reaction conditions: time 3 minute. The reactants are CC1=NN(C2=NC(=CC(=C21)NC(CO)CC)C)C2=C(C=C(C=C2C)C)C (2-[3,6dimethyl-1-(2,4,6-trimethylphenyl)-1H-pyrazolo[3,4-b]pyridin-4-ylamino]-butan-1-ol), [H-].[Na+] (sodium hydride), CI (methyliodide). Reported procedure: A solution of 2-[3,6dimethyl-1-(2,4,6-trimethylphenyl)-1H-pyrazolo[3,4-b]pyridin-4-ylamino]-butan-1-ol (69 mg, 0.196 mmol) in 1 ml of dry tetrahydrofuran was treated with 60% sodium hydride oil (28 mg, 0.7 mmol). After stirring for 3 minutes, methyliodide (0.3 ml) was added and the mixture was stirred at room temperature for 1.5 hours. The mixture was quenched with water and extracted with ether. The organic layer was washed with water, dried and concentrated to give 61 mg of crude material. The... Reactants: C(C1=CC=CC=C1)OC1=C(C=CC2=CC=CC=C12)C=O (1-benzyloxy-2-naphthaldehyde), COC(CCCC#C)(OC)OC (1,1,1-trimethoxy-5-hexyne), C(CCC)[Li] (n-butyllithium), O (water). Solvent: O1CCCC1 (tetrahydrofuran), CCOCC (ether), O1CCCC1 (tetrahydrofuran). Reaction conditions: time 30 minute. Product: C(C1=CC=CC=C1)OC1=C(C=CC2=CC=CC=C12)C(C#CCCCC(=O)OC)O (Methyl 7-(1-benzyloxy-2-naphthyl)-7-hydroxy-5-heptynoate). Isolated yield 98.9%. As a reaction SMILES: CO[C:3]([O:11]C)([O:9][CH3:10])[CH2:4][CH2:5][CH2:6][C:7]#[CH:8].C([Li])CCC.[CH2:18]([O:25][C:26]1[C:35]2[C:30](=[CH:31][CH:32]=[CH:33][CH:34]=2)[CH:29]=[CH:28][C:27]=1[CH:36]=[O:37])[C:19]1[CH:24]=[CH:23][CH:22]=[CH:21][CH:20]=1.O>O1CCCC1.CCOCC>[CH2:18]([O:25][C:26]1[C:35]2[C:30](=[CH:31][CH:32]=[CH:33][CH:34]=2)[CH:29]=[CH:28][C:27]=1[CH:36]([OH:37])[C:8]#[C:7][CH2:6][CH2:5][CH2:4][C:3]([O:9][CH3:10])=[O:11])[C:19]1[CH:20]=[CH:21][CH:22]=[CH:23][CH:24]=1. Procedure details: A solution of 1,1,1-trimethoxy-5-hexyne (3.90 g, 0.023 mo)e) in dry tetrahydrofuran (50 mL) was stirred at -78° and treated with n-butyllithium (1.6M in hexane; 15 mL, 0.024 mole). The solution was stirred for 30 minutes, then treated with a solution of 1-benzyloxy-2-naphthaldehyde (4.25 g. 0.016 mole) in dry tetrahydrofuran (12 mL). The reaction mixture was allowed to warm to room temperature, stirred for 4 hours, and poured into water. The crude product was isolated by extraction with ether an... Reactants: NC1=CC2=C(N(C(=N2)\C=C\C2=CC=CC=C2)C2=NC=CC=C2)C=C1 ((E)-5-amino-1-(2-pyridyl)-2-styryl-1H-benzimidazole), C(C)(=O)OC(C)=O (acetic anhydride). Solvent: C(=O)O (formic acid). Reaction conditions: temperature 50 celsius. Product: C(=O)NC1=CC2=C(N(C(=N2)\C=C\C2=CC=CC=C2)C2=NC=CC=C2)C=C1 ((E)-5-Formylamino-1-(2-pyridyl)-2-styryl-1H-benzimidazole). Isolated yield 15.0%. Reaction SMILES: [NH2:1][C:2]1[CH:24]=[CH:23][C:5]2[N:6]([C:17]3[CH:22]=[CH:21][CH:20]=[CH:19][N:18]=3)[C:7](/[CH:9]=[CH:10]/[C:11]3[CH:16]=[CH:15][CH:14]=[CH:13][CH:12]=3)=[N:8][C:4]=2[CH:3]=1.[C:25](OC(=O)C)(=[O:27])C>C(O)=O>[CH:25]([NH:1][C:2]1[CH:24]=[CH:23][C:5]2[N:6]([C:17]3[CH:22]=[CH:21][CH:20]=[CH:19][N:18]=3)[C:7](/[CH:9]=[CH:10]/[C:11]3[CH:16]=[CH:15][CH:14]=[CH:13][CH:12]=3)=[N:8][C:4]=2[CH:3]=1)=[O:27]. Procedure details: To a solution of (E)-5-amino-1-(2-pyridyl)-2-styryl-1H-benzimidazole (300 mg, 0.96 mmol) in formic acid (5 ml) was added acetic anhydride (1 ml) via syringe and the reaction mixture was warmed to 50° C. for 1 h. Volatiles were removed under reduced pressure and the residual viscous oil was poured into saturated aqueous sodium bicarbonate solution (50 ml) and the aqueous mixture was extracted with ethyl acetate (100 ml). The organic extract was washed consecutively with water (50 ml) and brine (5... Starting materials: methyl (5-fluoro-2,4-dinitrophenyl) acetate, FC=1C(=C(C(=CC1)[N+](=O)[O-])CC(=O)OC)[N+](=O)[O-] (methyl (3-fluoro-2,6-dinitrophenyl)acetate), [OH-].[Na+] (sodium hydroxide), COC=1C(=CC(=C(C1)CC(=O)OC)[N+](=O)[O-])[N+](=O)[O-] (methyl (5-methoxy-2,4-dinitrophenyl)acetate), [N+](=O)(O)[O-] (nitric acid), nitro, FC=1C=C(C=CC1)CC(=O)O (m-Fluorophenyl acetic acid). Solvent: S(O)(O)(=O)=O (Sulfuric acid), S(O)(O)(=O)=O (sulfuric acid), CO (methanol), S(O)(O)(=O)=O (sulfuric acid). Run at temperature 27.5 celsius, time 20 hour. The product is COC(CC1=C(C=C(C(=C1)F)[N+](=O)[O-])[N+](=O)[O-])=O (methyl-2-(5-fluoro-2,4-dinitrophenyl)acetate). Reaction SMILES: FC1C=C(CC(O)=O)C=CC=1.[N+:12]([O-:15])([OH:14])=O.[OH-].[Na+].[F:18][C:19]1[C:20]([N+]([O-])=O)=[C:21]([CH2:28][C:29]([O:31][CH3:32])=[O:30])[C:22]([N+:25]([O-:27])=[O:26])=[CH:23][CH:24]=1.COC1C([N+]([O-])=O)=CC([N+]([O-])=O)=C(CC(OC)=O)C=1>S(=O)(=O)(O)O.CO>[CH3:32][O:31][C:29](=[O:30])[CH2:28][C:21]1[CH:20]=[C:19]([F:18])[C:24]([N+:12]([O-:15])=[O:14])=[CH:23][C:22]=1[N+:25]([O-:27])=[O:26] |f:2.3|. Reported procedure: m-Fluorophenyl acetic acid (15.00 gm) was dissolved in concentrated sulfuric acid (30 mL). A solution consisting of 90% nitric acid (18 mL) and concentrated sulfuric acid (22.5 mL) was added drop wise during 1 hour while maintaining the internal temperature between 20-35° C. After the addition, the solution was stirred for an additional 20 hours at 35° C. and the resultant yellow slurry was poured onto ice and filtered to give 21 gm of an off white solid. This solid obtained (mix of nitro acids)... Yields the product OC(CCCCCC1=CC=C(C=C1)C=CC1=C(C=CC=C1O)O)(C)C (2-[4-(6-Hydroxy-6-methylheptyl)phenyl]vinylbenzene-1,3-diol). Procedure details: In a manner similar to Example 8(k), by reacting 4.98 g (8.4 mmol) of 2-[6-(4-{2-[3-(tetrahydropyran-2-yl)-5-(tetrahydropyran-2-yloxy)phenyl]-vinyl}phenyl)-1,1-dimethylhexyloxy]tetrahydropyran with the solution of 100 ml of acetic acid, 50 ml of THF and 25 ml of water, whitish crystals (m=1.85 g; Y=65%) are obtained. m.p.=158-60° C. Starting materials: O1C(CCCC1)C=1C=C(C=C(C1)OC1OCCCC1)C=CC1=CC=C(C=C1)CCCCCC(OC1OCCCC1)(C)C (2-[6-(4-{2-[3-(tetrahydropyran-2-yl)-5-(tetrahydropyran-2-yloxy)phenyl]-vinyl}phenyl)-1,1-dimethylhexyloxy]tetrahydropyran), O (water), C(C)(=O)O (acetic acid), C1CCOC1 (THF). As a reaction SMILES: O1CCCCC1C1C=C([CH:20]=[CH:21][C:22]2[CH:27]=[CH:26][C:25]([CH2:28][CH2:29][CH2:30][CH2:31][CH2:32][C:33]([CH3:42])([CH3:41])[O:34]C3CCCCO3)=[CH:24][CH:23]=2)C=C(OC2CCCCO2)C=1.[C:43](O)(=O)[CH3:44].[CH2:47]1[CH2:51][O:50][CH2:49][CH2:48]1.[OH2:52]>>[OH:34][C:33]([CH3:42])([CH3:41])[CH2:32][CH2:31][CH2:30][CH2:29][CH2:28][C:25]1[CH:26]=[CH:27][C:22]([CH:21]=[CH:20][C:47]2[C:48]([OH:52])=[CH:49][CH:44]=[CH:43][C:51]=2[OH:50])=[CH:23][CH:24]=1. Starting materials: BrC=1C=C2COC(C2=CC1)=O (5-bromo-3H-isobenzofuran-1-one), [Br-].C(C1=CC=CC=C1)[Zn+] (benzylzinc bromide), C(Cl)Cl (CH2Cl2). The reagents and catalysts are C1=CC=C(C=C1)P([C-]2C=CC=C2)C3=CC=CC=C3.C1=CC=C(C=C1)P([C-]2C=CC=C2)C3=CC=CC=C3.Cl[Pd]Cl.[Fe+2] ([1,1′bis(diphenylphosphino)-ferrocene]dichloropalladium(II)). Run in O1CCOCC1 (1,4-dioxane). Reaction conditions: time 40 hour. Yields the product C(C1=CC=CC=C1)C=1C=C2COC(C2=CC1)=O (5-Benzyl-3H-isobenzofuran-1-one). Yield: 43.6%. Reaction SMILES: Br[C:2]1[CH:3]=[C:4]2[C:8](=[CH:9][CH:10]=1)[C:7](=[O:11])[O:6][CH2:5]2.[Br-].[CH2:13]([Zn+])[C:14]1[CH:19]=[CH:18][CH:17]=[CH:16][CH:15]=1.C(Cl)Cl>C1C=CC(P(C2C=CC=CC=2)[C-]2C=CC=C2)=CC=1.C1C=CC(P(C2C=CC=CC=2)[C-]2C=CC=C2)=CC=1.Cl[Pd]Cl.[Fe+2].O1CCOCC1>[CH2:13]([C:2]1[CH:3]=[C:4]2[C:8](=[CH:9][CH:10]=1)[C:7](=[O:11])[O:6][CH2:5]2)[C:14]1[CH:19]=[CH:18][CH:17]=[CH:16][CH:15]=1 |f:1.2,4.5.6.7|. Reported procedure: A mixture of 5-bromo-3H-isobenzofuran-1-one (14 mmol, 3.04 g), benzylzinc bromide solution (0.5 M in THF, 28 mmol, 56 mL), [1,1′bis(diphenylphosphino)-ferrocene]dichloropalladium(II) 1:1 complex with CH2Cl2 (0.07 mmol, 57 mg), and anhydrous 1,4-dioxane (70 mL) was refluxed with stirring under nitrogen for 40 h. After cooling to ambient temperature silica gel was added and the mixture was concentrated in vacuo. The residue was added on top of a chromatography column filled with silica gel. Elutio...